From a dataset of the Open Reaction Database (ORD), a public repository of structured organic reaction records. describe an organic reaction: reactants, conditions, products, and yield Reactants: CCCCN, CCOC(=O)c1c(NC(=O)C2C(C)(C)C2(C)C)sc2c1CCCC2. The product is CCCCNC(=O)c1c(NC(=O)C2C(C)(C)C2(C)C)sc2c1CCCC2. RXN SMILES: [CH2:25]([CH2:26][CH2:27][CH3:28])[NH2:29].[CH3:1][C:2]1([CH3:24])[CH:3]([C:7](=[O:8])[NH:9][c:10]2[s:11][c:12]3[c:13]([c:14]2[C:15](=[O:16])[O:17][CH2:18][CH3:19])[CH2:20][CH2:21][CH2:22][CH2:23]3)[C:4]1([CH3:5])[CH3:6]>>[CH3:1][C:2]1([CH3:24])[CH:3]([C:7](=[O:8])[NH:9][c:10]2[s:11][c:12]3[c:13]([c:14]2[C:15](=[O:16])[NH:29][CH2:25][CH2:26][CH2:27][CH3:28])[CH2:20][CH2:21][CH2:22][CH2:23]3)[C:4]1([CH3:5])[CH3:6]. Reactants: C(C)(C)(C)C=1C=C(C=CC1O)C(C)=O (1-[3-(tert-Butyl)-4-hydroxyphenyl]-1-ethanone), [N+](=O)(O)[O-] (nitric acid), ice water, C(C)(=O)OC(C)=O (acetic anhydride), Cl (hydrochloric acid). Solvent: C(Cl)Cl (methylene chloride), O (water), C(C)OCC (diethyl ether). Yields the product C(C)(C)(C)C=1C=C(C=C(C1O)[N+](=O)[O-])C(C)=O (1-[3-(tert-Butyl)-4-hydroxy-5-nitrophenyl]-1-ethanone). Yield: 98.0%. RXN SMILES: [C:1]([C:5]1[CH:6]=[C:7]([C:12](=[O:14])[CH3:13])[CH:8]=[CH:9][C:10]=1[OH:11])([CH3:4])([CH3:3])[CH3:2].[N+:15]([O-])([OH:17])=[O:16].C(OC(=O)C)(=O)C.Cl>C(OCC)C.C(Cl)Cl.O>[C:1]([C:5]1[CH:6]=[C:7]([C:12](=[O:14])[CH3:13])[CH:8]=[C:9]([N+:15]([O-:17])=[O:16])[C:10]=1[OH:11])([CH3:4])([CH3:2])[CH3:3]. Procedure details: 1-[3-(tert-Butyl)-4-hydroxyphenyl]-1-ethanone (739 g) was added to a mixture of 69% nitric acid (354 g), water (1 l) and methylene chloride (2 l) at 10° C. to 15° C. while stirring. After then adding diethyl ether (3 l) and acetic anhydride (28 ml), 5 N hydrochloric acid was further added at 10° C. to 15° C. The temperature of the reaction mixture was raised to room temperature over a period of 1.5 hours, and the mixture was then poured into ice water. The mixture was extracted with diethyl ethe... Reactants: C1CCOC1, CO, CCOC(=O)C1(c2cc(OCC3CC3)c(Cl)c(-c3ccc(C(F)(F)F)cc3)c2)CCCC1, [Li+], [OH-], O. Yields the product O=C(O)C1(c2cc(OCC3CC3)c(Cl)c(-c3ccc(C(F)(F)F)cc3)c2)CCCC1. As a reaction SMILES: [CH2:37]1[O:38][CH2:39][CH2:40][CH2:41]1.[CH3:35][OH:36].[Cl:1][c:2]1[c:3]([O:28][CH2:29][CH:30]2[CH2:31][CH2:32]2)[cH:4][c:5]([C:18]2([C:23](=[O:24])[O:25][CH2:26][CH3:27])[CH2:19][CH2:20][CH2:21][CH2:22]2)[cH:6][c:7]1-[c:8]1[cH:9][cH:10][c:11]([C:14]([F:15])([F:16])[F:17])[cH:12][cH:13]1.[Li+:34].[OH-:33].[OH2:42]>>[Cl:1][c:2]1[c:3]([O:28][CH2:29][CH:30]2[CH2:31][CH2:32]2)[cH:4][c:5]([C:18]2([C:23](=[O:24])[OH:25])[CH2:19][CH2:20][CH2:21][CH2:22]2)[cH:6][c:7]1-[c:8]1[cH:9][cH:10][c:11]([C:14]([F:15])([F:16])[F:17])[cH:12][cH:13]1. The reactants are COC1=CC(=C(N)C=C1)N1CCOCC1 (4-methoxy-2-morpholinoaniline), C(=S)(Cl)Cl (thiophosgene). Solvent: O1CCOCC1 (dioxan), O (water). Product: COC1=CC(=C(C=C1)N=C=S)N1CCOCC1 (4-methoxy-2-morpholinophenyl isothiocyanate). RXN SMILES: [CH3:1][O:2][C:3]1[CH:9]=[CH:8][C:6]([NH2:7])=[C:5]([N:10]2[CH2:15][CH2:14][O:13][CH2:12][CH2:11]2)[CH:4]=1.[C:16](Cl)(Cl)=[S:17]>O1CCOCC1.O>[CH3:1][O:2][C:3]1[CH:9]=[CH:8][C:6]([N:7]=[C:16]=[S:17])=[C:5]([N:10]2[CH2:15][CH2:14][O:13][CH2:12][CH2:11]2)[CH:4]=1. Procedure details: Reaction of 4-methoxy-2-morpholinoaniline (4.7 g) and thiophosgene (2.9 ml) in dioxan (25 ml) and water (75 ml) for 30 minutes at 0° C. and 3 hours at room temperature yielded a residue which was extracted with dichloromethane to give 4-methoxy-2-morpholinophenyl isothiocyanate as an oil. Starting materials: COc1cc2nccc(Oc3ccc(N)cc3)c2cc1OC, Cc1ccccc1, O=C=Nc1ccccc1Cl. Product: COc1cc2nccc(Oc3ccc(NC(=O)Nc4ccccc4Cl)cc3)c2cc1OC. Reaction SMILES: [CH3:1][O:2][c:3]1[cH:4][c:5]2[c:6]([O:15][c:16]3[cH:17][cH:18][c:19]([NH2:22])[cH:20][cH:21]3)[cH:7][cH:8][n:9][c:10]2[cH:11][c:12]1[O:13][CH3:14].[CH3:33][c:34]1[cH:35][cH:36][cH:37][cH:38][cH:39]1.[Cl:23][c:24]1[c:25]([N:30]=[C:31]=[O:32])[cH:26][cH:27][cH:28][cH:29]1>>[CH3:1][O:2][c:3]1[cH:4][c:5]2[c:6]([O:15][c:16]3[cH:17][cH:18][c:19]([NH:22][C:31]([NH:30][c:25]4[c:24]([Cl:23])[cH:29][cH:28][cH:27][cH:26]4)=[O:32])[cH:20][cH:21]3)[cH:7][cH:8][n:9][c:10]2[cH:11][c:12]1[O:13][CH3:14]. The reactants are ClCCl, [Cl-], [Cl-], [Cl-], [Cl-], O=C1CCC(=O)N1I, CC1(c2ccc3cc(O)ccc3c2)COC(=O)N1, [Zr+4]. The product is CC1(c2ccc3c(I)c(O)ccc3c2)COC(=O)N1. As a reaction SMILES: [CH2:27]([Cl:28])[Cl:29].[Cl-:30].[Cl-:31].[Cl-:32].[Cl-:33].[I:19][N:20]1[C:21](=[O:22])[CH2:23][CH2:24][C:25]1=[O:26].[OH:1][c:2]1[cH:3][c:4]2[cH:5][cH:6][c:7]([C:12]3([CH3:18])[NH:13][C:14](=[O:17])[O:15][CH2:16]3)[cH:8][c:9]2[cH:10][cH:11]1.[Zr+4:34]>>[OH:1][c:2]1[c:3]([I:19])[c:4]2[cH:5][cH:6][c:7]([C:12]3([CH3:18])[NH:13][C:14](=[O:17])[O:15][CH2:16]3)[cH:8][c:9]2[cH:10][cH:11]1. Starting materials: C(C1=CC=CC=C1)O[C@@H](C(SCC)=O)[C@H]1OC(OC1=O)(C)C ((R)—S-Ethyl 2-(benzyloxy)-2-((R)-2,2-dimethyl-5-oxo-1,3-dioxolan-4-yl)ethanethioate), C(C)[SiH](CC)CC (Triethylsilane). The reagents and catalysts are [Pd] (palladium on carbon). Run in C(Cl)Cl (CH2Cl2), C(Cl)Cl (CH2Cl2). Yields the product C(C1=CC=CC=C1)O[C@@H](C=O)[C@H]1OC(OC1=O)(C)C ((R)-2-(benzyloxy)-2-((R)-2,2-dimethyl-5-oxo-1,3-dioxolan-4-yl)acetaldehyde). Yield: 40.1%. RXN SMILES: [CH2:1]([O:8][C@H:9]([C@@H:15]1[C:19](=[O:20])[O:18][C:17]([CH3:22])([CH3:21])[O:16]1)[C:10](=[O:14])SCC)[C:2]1[CH:7]=[CH:6][CH:5]=[CH:4][CH:3]=1.C([SiH](CC)CC)C>C(Cl)Cl.[Pd]>[CH2:1]([O:8][C@H:9]([C@@H:15]1[C:19](=[O:20])[O:18][C:17]([CH3:22])([CH3:21])[O:16]1)[CH:10]=[O:14])[C:2]1[CH:7]=[CH:6][CH:5]=[CH:4][CH:3]=1. Procedure details: (R)—S-Ethyl 2-(benzyloxy)-2-((R)-2,2-dimethyl-5-oxo-1,3-dioxolan-4-yl)ethanethioate (2.3 g, 7.09 mmol) was dissolved in CH2Cl2 (50 mL) and 10% palladium on carbon (0.377 g, 0.355 mmol) was added and stirred under nitrogen. Triethylsilane (1.70 mL, 10.6 mmol) was dissolved in CH2Cl2 (5 mL) and added dropwise. The reaction was allowed to stir overnight. The reaction was filtered, concentrated and purified over silica gel (5 to 10% EtOAc in hexanes) to afford a small amount of product and a large a... Reactants: [Br-], O=C([O-])O, CC1(C)CCCC(C)(C)N1O, ClCCl, [K+], [Na+], O, CC(Oc1ccc(N2CCC3(CCC(O)CC3)C2=O)cc1)C(F)(F)F. Product: CC(Oc1ccc(N2CCC3(CCC(=O)CC3)C2=O)cc1)C(F)(F)F. As a reaction SMILES: [Br-:27].[C:28](=[O:29])([OH:30])[O-:31].[CH3:33][C:34]1([CH3:43])[N:35]([O:36])[C:37]([CH3:38])([CH3:39])[CH2:40][CH2:41][CH2:42]1.[Cl:44][CH2:45][Cl:46].[K+:26].[Na+:32].[OH2:47].[OH:1][CH:2]1[CH2:3][CH2:4][C:5]2([CH2:6][CH2:7][N:8]([c:11]3[cH:12][cH:13][c:14]([O:17][CH:18]([C:19]([F:20])([F:21])[F:22])[CH3:23])[cH:15][cH:16]3)[C:9]2=[O:10])[CH2:24][CH2:25]1>>[O:1]=[C:2]1[CH2:3][CH2:4][C:5]2([CH2:6][CH2:7][N:8]([c:11]3[cH:12][cH:13][c:14]([O:17][CH:18]([C:19]([F:20])([F:21])[F:22])[CH3:23])[cH:15][cH:16]3)[C:9]2=[O:10])[CH2:24][CH2:25]1.